From a dataset of the Open Reaction Database (ORD), a public repository of structured organic reaction records. describe an organic reaction: reactants, conditions, products, and yield Starting materials: CCCCCCCCCCCCCCCCCC(=O)OCC(COP(=O)(O)OCC(CO)O)OC(=O)CCCCCCCCCCCCCCCCC (DSPG), Cl (HCl), distearoylphosphatidylglycerol sodium salt, C[C@H]1/C=C/C=C/C=C/C=C/C=C/C=C/C=C/[C@@H](C[C@H]2[C@@H]([C@H](C[C@](O2)(C[C@H](C[C@H]([C@@H](CC[C@H](C[C@H](CC(=O)O[C@H]([C@@H]([C@@H]1O)C)C)O)O)O)O)O)O)O)C(=O)O)O[C@H]3[C@H]([C@H]([C@@H]([C@H](O3)C)O)N)O (Amphotericin B). The solvent is CO (methanol), C(Cl)(Cl)Cl (chloroform), equivolume solution, C(Cl)(Cl)Cl (chloroform), CO (methanol). The product is C[C@H]1/C=C/C=C/C=C/C=C/C=C/C=C/C=C/[C@@H](C[C@H]2[C@@H]([C@H](C[C@](O2)(C[C@H](C[C@H]([C@@H](CC[C@H](C[C@H](CC(=O)O[C@H]([C@@H]([C@@H]1O)C)C)O)O)O)O)O)O)O)C(=O)O)O[C@H]3[C@H]([C@H]([C@@H]([C@H](O3)C)O)N)O.CCCCCCCCCCCCCCCCCC(=O)OCC(COP(=O)(O)OCC(CO)O)OC(=O)CCCCCCCCCCCCCCCCC (Amphotericin B DSPG). As a reaction SMILES: Cl.[CH3:2][C@@H:3]1[C@@H:42]([OH:43])[C@@H:41]([CH3:44])[C@H:40]([CH3:45])[O:39][C:37](=[O:38])[CH2:36][C@H:35]([OH:46])[CH2:34][C@H:33]([OH:47])[CH2:32][CH2:31][C@@H:30]([OH:48])[C@H:29]([OH:49])[CH2:28][C@H:27]([OH:50])[CH2:26][C@@:24]2([OH:51])[O:25][C@H:20]([C@H:21]([C:53]([OH:55])=[O:54])[C@@H:22]([OH:52])[CH2:23]2)[CH2:19][C@@H:18]([O:56][C@@H:57]2[O:62][C@H:61]([CH3:63])[C@@H:60]([OH:64])[C@H:59]([NH2:65])[C@@H:58]2[OH:66])[CH:17]=[CH:16][CH:15]=[CH:14][CH:13]=[CH:12][CH:11]=[CH:10][CH:9]=[CH:8][CH:7]=[CH:6][CH:5]=[CH:4]1.[CH3:67][CH2:68][CH2:69][CH2:70][CH2:71][CH2:72][CH2:73][CH2:74][CH2:75][CH2:76][CH2:77][CH2:78][CH2:79][CH2:80][CH2:81][CH2:82][CH2:83][C:84]([O:86][CH2:87][CH:88]([O:100][C:101]([CH2:103][CH2:104][CH2:105][CH2:106][CH2:107][CH2:108][CH2:109][CH2:110][CH2:111][CH2:112][CH2:113][CH2:114][CH2:115][CH2:116][CH2:117][CH2:118][CH3:119])=[O:102])[CH2:89][O:90][P:91]([O:94][CH2:95][CH:96]([OH:99])[CH2:97][OH:98])([OH:93])=[O:92])=[O:85]>C(Cl)(Cl)Cl.CO>[CH3:2][C@@H:3]1[C@@H:42]([OH:43])[C@@H:41]([CH3:44])[C@H:40]([CH3:45])[O:39][C:37](=[O:38])[CH2:36][C@H:35]([OH:46])[CH2:34][C@H:33]([OH:47])[CH2:32][CH2:31][C@@H:30]([OH:48])[C@H:29]([OH:49])[CH2:28][C@H:27]([OH:50])[CH2:26][C@@:24]2([OH:51])[O:25][C@H:20]([C@H:21]([C:53]([OH:55])=[O:54])[C@@H:22]([OH:52])[CH2:23]2)[CH2:19][C@@H:18]([O:56][C@@H:57]2[O:62][C@H:61]([CH3:63])[C@@H:60]([OH:64])[C@H:59]([NH2:65])[C@@H:58]2[OH:66])[CH:17]=[CH:16][CH:15]=[CH:14][CH:13]=[CH:12][CH:11]=[CH:10][CH:9]=[CH:8][CH:7]=[CH:6][CH:5]=[CH:4]1.[CH3:67][CH2:68][CH2:69][CH2:70][CH2:71][CH2:72][CH2:73][CH2:74][CH2:75][CH2:76][CH2:77][CH2:78][CH2:79][CH2:80][CH2:81][CH2:82][CH2:83][C:84]([O:86][CH2:87][CH:88]([O:100][C:101]([CH2:103][CH2:104][CH2:105][CH2:106][CH2:107][CH2:108][CH2:109][CH2:110][CH2:111][CH2:112][CH2:113][CH2:114][CH2:115][CH2:116][CH2:117][CH2:118][CH3:119])=[O:102])[CH2:89][O:90][P:91]([O:94][CH2:95][CH:96]([OH:99])[CH2:97][OH:98])([OH:93])=[O:92])=[O:85] |f:5.6|. Reported procedure: 632.7 mg distearoylphosphatidylglycerol sodium salt (Avanti Polar Lipids, Birmingham, Ala.) was dissolved in 4 ml of an equivolume solution of chloroform and methanol at 65° Centigrade. 300 ul 2.5 M HCl was added to the solution. 375.9 mg Amphotericin B (Squibb Pharmaceuticals, New Brunswick, N.J.) was first suspended in 4.0 ml of equivolume solution of chloroform and methanol, and then the suspension was added to the acidified DSPG solution. The Amphotericin B—DSPG lipophilic complex was formed... Reactants: CN1C2CC(CC1CCC2)=NO (N-methyl-9-azabicyclo-[3.3.1]-nonan-3-one oxime), C(C)(=O)[O-].[NH4+] (ammonium acetate). The reagents and catalysts are [Ni] (Raney nickel). Solvent: C(C)O (ethanol). Run at time 24 hour. Product: NC1CC2CCCC(C1)N2C (3-amino-9-methyl-9-azabicyclo-[3.3.1]-nonane). Yield: 86.5%. As a reaction SMILES: [CH3:1][N:2]1[CH:7]2[CH2:8][CH2:9][CH2:10][CH:3]1[CH2:4][C:5](=[N:11]O)[CH2:6]2.C([O-])(=O)C.[NH4+]>C(O)C.[Ni]>[NH2:11][CH:5]1[CH2:4][CH:3]2[N:2]([CH3:1])[CH:7]([CH2:8][CH2:9][CH2:10]2)[CH2:6]1 |f:1.2|. Procedure details: N-methyl-9-azabicyclo-[3.3.1]-nonan-3-one oxime (3.25 g., 0.02 mole) was dissolved in ethanol and hydrogenated over Raney nickel in the presence of ammonium acetate at 300 p.s.i. at 50° C. for 24 hours. The mixture was filtered, evaporated in vacuo, dissolved in dilute hydrochloric acid, basified and extracted into ethyl acetate. The combined organic layers were dried (K2CO3), filtered and evaporated in vacuo to yield 3-amino-9-methyl-9-azabicyclo-[3.3.1]-nonane (2.67 g., 90%), used without furt... Starting materials: Cl (hydrochloric acid), C([O-])([O-])=O.[Na+].[Na+] (sodium carbonate), FC(S(=O)(=O)OS(=O)(=O)C(F)(F)F)(F)F (trifluoromethanesulfonic anhydride), [BH4-].[Na+] (Sodium borohydride), ClC1=CC2=C(OC3=C([C@@H]4[C@@H]2C(NC4)=O)C=CC=C3)C=C1 (trans-11-chloro-2,3,3a,12b-tetrahydro-1H-dibenz[2,3:6,7]oxepino[4,5-c]pyrrol-1-one). Run in O (Water), O1CCCC1 (tetrahydrofuran), C1(=CC=CC=C1)C (toluene). Conditions: temperature 0 celsius, time 10 minute. Product: Cl.ClC=1C=CC2=C([C@@H]3[C@H](CNC3)C3=C(O2)C=CC=C3)C1 (trans-5-chloro-2,3,3a,12b-tetrahydro-1H-dibenzo[2,3:6,7]oxepino[4,5-c]pyrrole hydrochloride). The yield is 281.1%. Reaction SMILES: [Cl:1][C:2]1[CH:20]=[CH:19][C:5]2[O:6][C:7]3[CH:18]=[CH:17][CH:16]=[CH:15][C:8]=3[C@H:9]3[CH2:13][NH:12][C:11](=O)[C@@H:10]3[C:4]=2[CH:3]=1.FC(F)(F)S(OS(C(F)(F)F)(=O)=O)(=O)=O.[BH4-].[Na+].Cl.C(=O)([O-])[O-].[Na+].[Na+]>O.O1CCCC1.C1(C)C=CC=CC=1>[ClH:1].[Cl:1][C:2]1[CH:20]=[CH:19][C:5]2[O:6][C:7]3[CH:18]=[CH:17][CH:16]=[CH:15][C:8]=3[C@H:9]3[CH2:13][NH:12][CH2:11][C@@H:10]3[C:4]=2[CH:3]=1 |f:2.3,5.6.7,11.12|. Reported procedure: 0.526 g (1.84 mmol) of trans-11-chloro-2,3,3a,12b-tetrahydro-1H-dibenz[2,3:6,7]oxepino[4,5-c]pyrrol-1-one (compound trans-XVIIa) and 17.5 mL of toluene were charged to a 50 mL round-bottomed flask equipped with a Dean-Stark distillation setup. The mixture was heated to reflux and stirred for about 10 min before it was cooled to 0° C. Then trifluoromethanesulfonic anhydride (0.32 mL, 1.9 mmol) was added dropwise and the mixture stirred for about 30 minutes. Sodium borohydride (100 mg, 2.6 mmol) w... Reactants: C(C1=CC=CC=C1)=O (benzaldehyde), N\C(=C/C(=O)OC)\C (methyl 3-aminocrotonate), C(C)(C)O (isopropyl alcohol), C1CN2CC1C(C2)C3=NC(=NO3)N (oxadiazole). The product is CC=1NC(=C(C(C1C1=NC(=NO1)CN1CCCCC1)C1=CC=CC=C1)C(=O)OC)C (methyl 1,4-dihydro-2,6-dimethyl-3-(3-piperidinomethyl-1,2,4-oxadiazol-5-yl)-4-phenylpyridine-5-carboxylate). RXN SMILES: [CH2:1]1[CH:5]2[CH:6]([C:8]3[O:12][N:11]=[C:10](N)[N:9]=3)CN(C2)C1.[CH:14](=O)[C:15]1[CH:20]=[CH:19][CH:18]=[CH:17][CH:16]=1.[NH2:22]/[C:23](/[CH3:29])=[CH:24]\[C:25]([O:27][CH3:28])=[O:26].[CH:30](O)([CH3:32])[CH3:31]>>[CH3:1][C:5]1[NH:22][C:23]([CH3:29])=[C:24]([C:25]([O:27][CH3:28])=[O:26])[CH:14]([C:15]2[CH:20]=[CH:19][CH:18]=[CH:17][CH:16]=2)[C:6]=1[C:8]1[O:12][N:11]=[C:10]([CH2:10][N:9]2[CH2:8][CH2:6][CH2:32][CH2:30][CH2:31]2)[N:9]=1. Procedure details: A mixture of 500 mg of the oxadiazole intermediate prepared above, 240 mg of benzaldehyde and 260 mg of methyl 3-aminocrotonate in 5 ml of isopropyl alcohol was heated under reflux for 8 hours and then concentrated to dryness in vacuo. The residue was chromatographed on silica gel using chloroform-methanol (20:1, v/v) as eluent to give 600 mg of methyl 1,4-dihydro-2,6-dimethyl-3-(3-piperidinomethyl-1,2,4-oxadiazol-5-yl)-4-phenylpyridine-5-carboxylate as pale yellow crystals, mp. 187°-188° C. (de...